From a dataset of the Open Reaction Database (ORD), a public repository of structured organic reaction records. describe an organic reaction: reactants, conditions, products, and yield Reactants: BrC(C(=O)NC1=C(C=CC(=C1)[N+](=O)[O-])O)(C)C (2-Bromo-N-(2-hydroxy-5-nitro-phenyl)-2-methyl-propionamide), C(=O)([O-])[O-].[K+].[K+] (K2CO3), ice water. The solvent is CN(C)C=O (DMF). Conditions: temperature 50 celsius, time 8 hour. The product is CC1(OC2=C(NC1=O)C=C(C=C2)[N+](=O)[O-])C (2,2-Dimethyl-6-nitro-4H-benzo[1,4]oxazin-3-one). RXN SMILES: Br[C:2]([CH3:17])([CH3:16])[C:3]([NH:5][C:6]1[CH:11]=[C:10]([N+:12]([O-:14])=[O:13])[CH:9]=[CH:8][C:7]=1[OH:15])=[O:4].C([O-])([O-])=O.[K+].[K+]>CN(C=O)C>[CH3:16][C:2]1([CH3:17])[C:3](=[O:4])[NH:5][C:6]2[CH:11]=[C:10]([N+:12]([O-:14])=[O:13])[CH:9]=[CH:8][C:7]=2[O:15]1 |f:1.2.3|. Procedure details: 2-Bromo-N-(2-hydroxy-5-nitro-phenyl)-2-methyl-propionamide was mixed with K2CO3 in 20 mL of DMF and stirred overnight at 50° C. The reaction mixture was poured into ice water. The precipitate was collected by filtration and washed with H2O. The crude compound was recrystallized from EtOH. Reactants: CS(C)=O, Cl, NC(=O)c1ccc(C(F)(F)F)cc1F, O=S(=O)(Nc1nc2c(s1)C[NH2+]CC2)c1cc(C(F)(F)F)cc(C(F)(F)F)c1, [K+], [K+], O=C([O-])[O-]. Yields the product NC(=O)c1ccc(C(F)(F)F)cc1N1CCc2nc(NS(=O)(=O)c3cc(C(F)(F)F)cc(C(F)(F)F)c3)sc2C1. As a reaction SMILES: [CH3:49][S:50]([CH3:51])=[O:52].[ClH:1].[F:29][c:30]1[c:31]([C:32](=[O:33])[NH2:34])[cH:35][cH:36][c:37]([C:39]([F:40])([F:41])[F:42])[cH:38]1.[F:2][C:3]([c:4]1[cH:5][c:6]([S:14](=[O:15])(=[O:16])[NH:17][c:18]2[s:19][c:20]3[c:25]([n:26]2)[CH2:24][CH2:23][NH2+:22][CH2:21]3)[cH:7][c:8]([C:10]([F:11])([F:12])[F:13])[cH:9]1)([F:27])[F:28].[K+:43].[K+:44].[O-:45][C:46]([O-:47])=[O:48]>>[F:2][C:3]([c:4]1[cH:5][c:6]([S:14](=[O:15])(=[O:16])[NH:17][c:18]2[s:19][c:20]3[c:25]([n:26]2)[CH2:24][CH2:23][N:22]([c:30]2[c:31]([C:32](=[O:33])[NH2:34])[cH:35][cH:36][c:37]([C:39]([F:40])([F:41])[F:42])[cH:38]2)[CH2:21]3)[cH:7][c:8]([C:10]([F:11])([F:12])[F:13])[cH:9]1)([F:27])[F:28]. The reactants are [OH-].[Na+] (NaOH), C[C@H]1N(CCOC1)C1=NC(=NC(=C1)C1(CC1)[S@@](=O)(=N)C)C1=C2C(=NC=C1)N(C=C2)S(=O)(=O)C2=CC=C(C)C=C2 ((3R)-3-methyl-4-(6-(1-((R)—S-methylsulfonimidoyl)cyclopropyl)-2-(1-tosyl-1H-pyrrolo[2,3-b]pyridin-4-yl)pyrimidin-4-yl)morpholine), Cl (HCl), [OH-].[Na+] (NaOH), C[C@H]1N(CCOC1)C1=NC(=NC(=C1)C1(CC1)[S@@](=O)(=N)C)C1=C2C(=NC=C1)N(C=C2)S(=O)(=O)C2=CC=C(C)C=C2 ((3R)-3-methyl-4-(6-(1-((R)—S-methylsulfonimidoyl)cyclopropyl)-2-(1-tosyl-1H-pyrrolo[2,3-b]pyridin-4-yl)pyrimidin-4-yl)morpholine). Run in COCCOC.O (DME water), COCCOC.O (DME water). Run at time 4 day. The product is C[C@H]1N(CCOC1)C1=NC(=NC(=C1)C1(CC1)[S@](=O)(=N)C)C1=C2C(=NC=C1)NC=C2 (4-{4-[(3R)-3-Methylmorpholin-4-yl]-6-[1-((S)—S-methylsulfonimidoyl)cyclopropyl]pyrimidin-2-yl}-1H-pyrrolo[2,3-b]pyridine). Yield: 115.0%. RXN SMILES: [OH-].[Na+].[CH3:3][C@@H:4]1[CH2:9][O:8][CH2:7][CH2:6][N:5]1[C:10]1[CH:15]=[C:14]([C:16]2([S@:19]([CH3:22])(=[NH:21])=[O:20])[CH2:18][CH2:17]2)[N:13]=[C:12]([C:23]2[CH:28]=[CH:27][N:26]=[C:25]3[N:29](S(C4C=CC(C)=CC=4)(=O)=O)[CH:30]=[CH:31][C:24]=23)[N:11]=1.Cl>COCCOC.O>[CH3:3][C@@H:4]1[CH2:9][O:8][CH2:7][CH2:6][N:5]1[C:10]1[CH:15]=[C:14]([C:16]2([S@@:19]([CH3:22])(=[NH:21])=[O:20])[CH2:18][CH2:17]2)[N:13]=[C:12]([C:23]2[CH:28]=[CH:27][N:26]=[C:25]3[NH:29][CH:30]=[CH:31][C:24]=23)[N:11]=1 |f:0.1,4.5|. Procedure: Sodium hydroxide (Sigma-Aldrich 415413, d=1.515 g/ml, 155 ml of a 50% solution, 2902.66 mmol) was added to N-[({2-chloro-6-[(3R)-3-methylmorpholin-4-yl]pyrimidin-4-yl}methyl)(methyl)oxido-λ6-(R)-sulfanylidene]-2,2,2-trifluoroacetamide (19.39 g, 48.38 mmol), 1,2-dibromoethane (16.68 mL, 193.51 mmol) and tetraoctylammonium bromide (2.65 g, 4.84 mmol) in methyl THF (1000 ml) at 20° C. under nitrogen. The resulting mixture was stirred at 20° C. for 24 hours. The reaction mixture was diluted with met... Reactants: C1(=CC=CC=C1)C(C1=CC=CC=C1)=NC1=CC=C(C=C1)[C@H]1CN(CCO1)C(=O)OC(C)(C)C ((S)-tert-butyl 2-(4-(diphenylmethyleneamino)phenyl)morpholine-4-carboxylate), C(=O)[O-].[NH4+] (ammonium formate). The reagents and catalysts are [Pd] (Pd/C). Solvent: CO (methanol). Reaction conditions: temperature 60 celsius, time 2 hour. Yields the product NC1=CC=C(C=C1)[C@H]1CN(CCO1)C(=O)OC(C)(C)C ((S)-tert-Butyl 2-(4-aminophenyl)morpholine-4-carboxylate). The yield is 94.1%. Reaction SMILES: C1(C(=[N:14][C:15]2[CH:20]=[CH:19][C:18]([C@@H:21]3[O:26][CH2:25][CH2:24][N:23]([C:27]([O:29][C:30]([CH3:33])([CH3:32])[CH3:31])=[O:28])[CH2:22]3)=[CH:17][CH:16]=2)C2C=CC=CC=2)C=CC=CC=1.C([O-])=O.[NH4+]>CO.[Pd]>[NH2:14][C:15]1[CH:20]=[CH:19][C:18]([C@@H:21]2[O:26][CH2:25][CH2:24][N:23]([C:27]([O:29][C:30]([CH3:33])([CH3:32])[CH3:31])=[O:28])[CH2:22]2)=[CH:17][CH:16]=1 |f:1.2|. Procedure: A suspension of (S)-tert-butyl 2-(4-(diphenylmethyleneamino)phenyl)morpholine-4-carboxylate (54.1 g, 122 mmol), ammonium formate (116 g, 1.83 mol) and 5% Pd/C (6.5 g, 3.06 mmol) in methanol (930 ml) was stirred at 60° C. for 2 h. The reaction mixture was filtered and concentrated. The residue was dissolved in ethyl acetate and water. The organic phase was extracted twice with 0.5 M HCl. The combined aqueous phases were basified with 2 M NaOH and extracted twice with DCM. The organic phases were ... Reactants: C(#N)C1=CC(=C(C=O)C=C1)F (4-cyano-2-fluorobenzaldehyde), C1(=CC=CC=C1)S (thiophenol), C([O-])([O-])=O.[K+].[K+] (potassium carbonate), CN(C=O)C (dimethylformamide). Solvent: O (water). Run at temperature 90 celsius. The product is C(#N)C1=CC(=C(C=S)C=C1)C1=CC=CC=C1 (4-cyano-2-phenylthiobenzaldehyde). Reaction SMILES: C([C:3]1[CH:10]=[CH:9][C:6]([CH:7]=O)=[C:5](F)[CH:4]=1)#N.[C:12]1([SH:18])[CH:17]=[CH:16][CH:15]=[CH:14][CH:13]=1.C(=O)([O-])[O-].[K+].[K+].C[N:26]([CH3:29])C=O>O>[C:29]([C:16]1[CH:15]=[CH:14][C:13]([CH:12]=[S:18])=[C:7]([C:6]2[CH:5]=[CH:4][CH:3]=[CH:10][CH:9]=2)[CH:17]=1)#[N:26] |f:2.3.4|. Reported procedure: A stirred mixture of 4-cyano-2-fluorobenzaldehyde (1.49 g, 10 mmol), thiophenol (1.21 g, 11 mmol) and potassium carbonate (1.21 g, 11 mmol) in dimethylformamide (10 ml) was heated to 90° C. for 30 minutes under nitrogen atmosphere. The mixture was cooled, diluted with water (10 ml) and the precipitate filtered, washed with water and dried (2.45 g). Recrystallisation from isopropylalcohol (20 ml) gave 4-cyano-2-phenylthiobenzaldehyde as yellow needles, m.p. 88° C. Starting materials: CC1(C=2C=CC(=CC2C(CC1)(C)C)/C(=C/C1=CC=C(CO)C=C1)/C)C (p-[(E)-2-(5,6,7,8-tetrahydro-5,5,8,8-tetramethyl-2-naphthyl)propenyl]-benzyl alcohol). The reagents and catalysts are [O-2].[O-2].[Mn+4] (manganese dioxide). Solvent: CCOCC (ether), CCOCC (ether). Run at time 8 hour. Yields the product CC1(C=2C=CC(=CC2C(CC1)(C)C)/C(=C/C1=CC=C(C=O)C=C1)/C)C (p-[(E)-2-(5,6,7,8-tetrahydro-5,5,8,8-tetramethyl-2-naphthyl)propenyl]-benzaldehyde). Reaction SMILES: [CH3:1][C:2]1([CH3:25])[CH2:11][CH2:10][C:9]([CH3:13])([CH3:12])[C:8]2[CH:7]=[C:6](/[C:14](/[CH3:24])=[CH:15]/[C:16]3[CH:23]=[CH:22][C:19]([CH2:20][OH:21])=[CH:18][CH:17]=3)[CH:5]=[CH:4][C:3]1=2>CCOCC.[O-2].[O-2].[Mn+4]>[CH3:1][C:2]1([CH3:25])[CH2:11][CH2:10][C:9]([CH3:12])([CH3:13])[C:8]2[CH:7]=[C:6](/[C:14](/[CH3:24])=[CH:15]/[C:16]3[CH:23]=[CH:22][C:19]([CH:20]=[O:21])=[CH:18][CH:17]=3)[CH:5]=[CH:4][C:3]1=2 |f:2.3.4|. Reported procedure: 6.7 g of p-[(E)-2-(5,6,7,8-tetrahydro-5,5,8,8-tetramethyl-2-naphthyl)propenyl]-benzyl alcohol (prepared as described in Example 12) dissolved in 100 ml of absolute ether are added dropwise within 10 minutes to a stirred suspension, cooled to 0°-5° C., of manganese dioxide in 100 ml of absolute ether. The mixture is stirred at room temperature overnight and then filtered through Celite. The filtrate is concentrated to dryness on a rotary evaporator. The yellowish oil crystallizes. Recrystallisati... Starting materials: CCN, CCO, Nc1nc(Cl)cc(Cl)n1, O. Product: CCNc1cc(Cl)nc(N)n1. RXN SMILES: [CH3:10][CH2:11][NH2:12].[CH3:13][CH2:14][OH:15].[NH2:1][c:2]1[n:3][c:4]([Cl:9])[cH:5][c:6]([Cl:8])[n:7]1.[OH2:16]>>[NH2:1][c:2]1[n:3][c:4]([NH:12][CH2:11][CH3:10])[cH:5][c:6]([Cl:8])[n:7]1. The reactants are FC=1C=C(C=C(C1)F)CC(=O)N[C@@H](C)C(=O)O (N-(3,5-difluorophenylacetyl)-L-alanine), NC(C(=O)OC)(C)C (methyl 2-aminoisobutyrate). Solvent: C(Cl)(Cl)Cl.CO (CHCl3 MeOH). The product is FC=1C=C(C=C(C1)F)CC(=O)N[C@@H](C)C(=O)NC(C(=O)OC)(C)C (Methyl N-[N-(3,5-difluorophenylacetyl)-L-alaninyl]-2-amino-2-methylpropionate). Reaction SMILES: [F:1][C:2]1[CH:3]=[C:4]([CH2:9][C:10]([NH:12][C@H:13]([C:15]([OH:17])=O)[CH3:14])=[O:11])[CH:5]=[C:6]([F:8])[CH:7]=1.[NH2:18][C:19]([CH3:25])([CH3:24])[C:20]([O:22][CH3:23])=[O:21]>C(Cl)(Cl)Cl.CO>[F:8][C:6]1[CH:5]=[C:4]([CH2:9][C:10]([NH:12][C@H:13]([C:15]([NH:18][C:19]([CH3:25])([CH3:24])[C:20]([O:22][CH3:23])=[O:21])=[O:17])[CH3:14])=[O:11])[CH:3]=[C:2]([F:1])[CH:7]=1 |f:2.3|. Reported procedure: Following General Procedure C and using N-(3,5-difluorophenylacetyl)-L-alanine (from Example B2 above) and methyl 2-aminoisobutyrate (prepared from 2-aminoisobutyric acid (Aldrich) using General Procedure H), the title compound was prepared as a solid. The reaction was monitored by tlc (Rf 0.25 in CHCl3/MeOH 95:5). Starting materials: ice water, OC1=C(C(CC(C1)C1=C(C=C(C=C1C)C)C)=O)C(CC)=O (3-Hydroxy-5-mesityl-2-propionylcyclohex-2-en-1-one), C(C)(=O)OC(C)=O (acetic anhydride), [N+](=O)(O)[O-] (nitric acid), C(C)(=O)OC(C)=O (acetic anhydride). Solvent: C(C)(=O)O (acetic acid). Reaction conditions: temperature 5 celsius, time 5 minute. Yields the product OC1=C(C(CC(C1)C1=C(C(=C(C=C1C)C)[N+](=O)[O-])C)=O)C(CC)=O (3-hydroxy-5-(2,4,6-trimethyl-3-nitrophenyl)-2-propionylcyclohex-2-en- 1-one). The yield is 43.6%. RXN SMILES: [OH:1][C:2]1[CH2:7][CH:6]([C:8]2[C:13]([CH3:14])=[CH:12][C:11]([CH3:15])=[CH:10][C:9]=2[CH3:16])[CH2:5][C:4](=[O:17])[C:3]=1[C:18](=[O:21])[CH2:19][CH3:20].C(OC(=O)C)(=O)C.[N+:29]([O-])([OH:31])=[O:30]>C(O)(=O)C>[OH:17][C:4]1[CH2:5][CH:6]([C:8]2[C:13]([CH3:14])=[CH:12][C:11]([CH3:15])=[C:10]([N+:29]([O-:31])=[O:30])[C:9]=2[CH3:16])[CH2:7][C:2](=[O:1])[C:3]=1[C:18](=[O:21])[CH2:19][CH3:20]. Procedure details: (b) 3-Hydroxy-5-mesityl-2-propionylcyclohex-2-en-1-one (1.3 g; 4.5 mmole) was added to acetic anhydride (3.0 g) at 5° C. A solution of fuming nitric acid (0.42 g) in a glacial acetic acid (0.27 g)/acetic anhydride (0.27 g) solution was added to the cooled, stirred mixture dropwise over a period of 5 minutes. The mixture was maintained at 5° C. over a period of 1 hour and then at room temperature over a period of 2 hours followed by heating at 50° C. for 10 minutes. The resultant cooled solution ...